From a dataset of the Open Reaction Database (ORD), a public repository of structured organic reaction records. describe an organic reaction: reactants, conditions, products, and yield Starting materials: C(C)(C)C1=C(C=CC=C1)SCCC(=O)O (3-(2-Isopropylphenylthio)propanoic acid), FC(C(=O)OC(C(F)(F)F)=O)(F)F (trifluoroacetic anhydride). Solvent: FC(C(=O)O)(F)F (trifluoroacetic acid). Run at time 64.2 hour. Product: C(C)(C)C=1C=CC=C2C(CCSC12)=O (8-isopropylthiochroman-4-one). Yield: 17.0%. Reaction SMILES: [CH:1]([C:4]1[CH:9]=[CH:8][CH:7]=[CH:6][C:5]=1[S:10][CH2:11][CH2:12][C:13]([OH:15])=O)([CH3:3])[CH3:2].FC(F)(F)C(OC(=O)C(F)(F)F)=O>FC(F)(F)C(O)=O>[CH:1]([C:4]1[CH:9]=[CH:8][CH:7]=[C:6]2[C:5]=1[S:10][CH2:11][CH2:12][C:13]2=[O:15])([CH3:2])[CH3:3]. Procedure details: 3-(2-Isopropylphenylthio)propanoic acid from Step 1 (6.85 g, 30 mmol) was dissolved in trifluoroacetic acid (20 mL), treated with trifluoroacetic anhydride (12 mL) and stirred at room temperature (64.2 hours). The reaction was concentrated in vacuo, and the residue dissolved in ethyl acetate, extracted with 5% NaOH, washed with brine, dried over MgSO4, and concentrated in vacuo to give a brown oil which was passed through a column of silica gel eluted with 12% ether/hexane to give 8-isopropylthi...